This data is from the Open Reaction Database (ORD), a public repository of structured organic reaction records. The task is: describe an organic reaction: reactants, conditions, products, and yield The reactants are BrC=1C=C(C(=O)NC2=CC=C(C3=CC=CC=C23)OCCN2CCOCC2)C=CC1 (3-Bromo-N-[4-(2-morpholin-4-yl-ethoxy)-naphthalen-1-yl]-benzamide), FC1=CC(=C(C=C1)B(O)O)C (4-fluoro-2-methylphenyl boronic acid), C([O-])([O-])=O.[Cs+].[Cs+] (cesium carbonate), tetrakis triphenylphosphine palladium(0), C(C)(=O)OCC (ethyl acetate). Solvent: O1CCOCC1 (dioxane). Yields the product N1(CCOCC1)CCOC1=CC=C(C2=CC=CC=C12)NC(=O)C=1C=C(C=CC1)C1=C(C=C(C=C1)F)C (4′-fluoro-2′-methyl-biphenyl-3-carboxylic acid [4-(2-morpholin-4-yl-ethoxy)-naphthalen-1-yl]-amide). The yield is 69.3%. Reaction SMILES: Br[C:2]1[CH:3]=[C:4]([CH:27]=[CH:28][CH:29]=1)[C:5]([NH:7][C:8]1[C:17]2[C:12](=[CH:13][CH:14]=[CH:15][CH:16]=2)[C:11]([O:18][CH2:19][CH2:20][N:21]2[CH2:26][CH2:25][O:24][CH2:23][CH2:22]2)=[CH:10][CH:9]=1)=[O:6].[F:30][C:31]1[CH:36]=[CH:35][C:34](B(O)O)=[C:33]([CH3:40])[CH:32]=1.C(=O)([O-])[O-].[Cs+].[Cs+].C(OCC)(=O)C>O1CCOCC1>[N:21]1([CH2:20][CH2:19][O:18][C:11]2[C:12]3[C:17](=[CH:16][CH:15]=[CH:14][CH:13]=3)[C:8]([NH:7][C:5]([C:4]3[CH:3]=[C:2]([C:34]4[CH:35]=[CH:36][C:31]([F:30])=[CH:32][C:33]=4[CH3:40])[CH:29]=[CH:28][CH:27]=3)=[O:6])=[CH:9][CH:10]=2)[CH2:26][CH2:25][O:24][CH2:23][CH2:22]1 |f:2.3.4|. Procedure: 3-Bromo-N-[4-(2-morpholin-4-yl-ethoxy)-naphthalen-1-yl]-benzamide (600 mg, 1.31 mmol), 4-fluoro-2-methylphenyl boronic acid (271 mg, 1.98 mmol), cesium carbonate (730 mg, 2.24 mmol) and tetrakis triphenylphosphine palladium(0) (25 mg) in dioxane (10 ml) are heated to 100° C. under a nitrogen atmosphere for 16 hours. The mixture is cooled to room temperature then poured into ethyl acetate (100 ml). The organic layer is washed with water (100 ml), dried over anhydrous sodium sulfate and evaporated...